The task is: describe an organic reaction: reactants, conditions, products, and yield. This data is from the Open Reaction Database (ORD), a public repository of structured organic reaction records. Starting materials: BrC1=C(C=C2CCC(C2=C1)(C)C)OC (6-bromo-5-methoxy-1,1-dimethyl-indan), B(Br)(Br)Br (BBr3). The solvent is C(Cl)Cl (CH2Cl2). Run at time 2 hour. The product is BrC1=C(C=C2CCC(C2=C1)(C)C)O (6-bromo-1,1-dimethyl-indan-5-ol). Isolated yield 90.0%. As a reaction SMILES: [Br:1][C:2]1[CH:10]=[C:9]2[C:5]([CH2:6][CH2:7][C:8]2([CH3:12])[CH3:11])=[CH:4][C:3]=1[O:13]C.B(Br)(Br)Br>C(Cl)Cl>[Br:1][C:2]1[CH:10]=[C:9]2[C:5]([CH2:6][CH2:7][C:8]2([CH3:11])[CH3:12])=[CH:4][C:3]=1[OH:13]. Procedure details: To 6-bromo-5-methoxy-1,1-dimethyl-indan (0.6 g, 2.35 mmol) in CH2Cl2 (30 mL) was added BBr3 (1M in CH2Cl2, 4.70 mmol) dropwise at −78° C. Following addition the mixture was allowed to warm to room temperature and subsequently stirred at room temperature for 2 h. The reaction mixture was then quenched with MeOH (5 mL). Aqueous sodium hydrogen carbonate (10 mL) was added. The reaction mixture was stirred at room temperature for 1 hour. The reaction mixture was extracted with CH2Cl2. The organic ph... The reactants are COc1cnc(Br)c2[nH]cc(C(=O)C(=O)N3CCc4c(cccc4-c4ccccn4)C3)c12, [Cu], c1ccncc1, c1nc[nH]n1. Product: COc1cnc(-n2cncn2)c2[nH]cc(C(=O)C(=O)N3CCc4c(cccc4-c4ccccn4)C3)c12. Reaction SMILES: [Br:1][c:2]1[n:3][cH:4][c:5]([O:31][CH3:32])[c:6]2[c:7]1[nH:8][cH:9][c:10]2[C:11]([C:12](=[O:13])[N:14]1[CH2:15][c:16]2[cH:17][cH:18][cH:19][c:20](-[c:24]3[n:25][cH:26][cH:27][cH:28][cH:29]3)[c:21]2[CH2:22][CH2:23]1)=[O:30].[Cu:44].[cH:38]1[cH:39][cH:40][n:41][cH:42][cH:43]1.[nH:33]1[n:34][cH:35][n:36][cH:37]1>>[c:2]1(-[n:33]2[n:34][cH:35][n:36][cH:37]2)[n:3][cH:4][c:5]([O:31][CH3:32])[c:6]2[c:7]1[nH:8][cH:9][c:10]2[C:11]([C:12](=[O:13])[N:14]1[CH2:15][c:16]2[cH:17][cH:18][cH:19][c:20](-[c:24]3[n:25][cH:26][cH:27][cH:28][cH:29]3)[c:21]2[CH2:22][CH2:23]1)=[O:30]. Starting materials: C(C)(C)(C)OC(=O)N1CC=2N=CN=C(C2CC1)OC=1C=C2C=CN(C2=CC1)C(NC1=CC(=CC(=C1)C(F)(F)F)C#N)=O (4-[1-(3-cyano-5-trifluoromethyl-phenylcarbamoyl)-1H-indol-5-yloxy]-5,8-dihydro-6H-pyrido[3,4-d]pyrimidine-7-carboxylic acid tert-butyl ester). The solvent is C(Cl)Cl (DCM), C(=O)(C(F)(F)F)O (TFA). Yields the product [NH4+].[OH-] (NH4OH), C(#N)C=1C=C(C=C(C1)C(F)(F)F)NC(=O)N1C=CC2=CC(=CC=C12)OC=1C2=C(N=CN1)CNCC2 (5-(5,6,7,8-Tetrahydro-pyrido[3,4-d]pyrimidin-4-yloxy)-indole-1-carboxylic acid (3-cyano-5-trifluoromethyl-phenyl)-amide). Isolated yield 0.1%. RXN SMILES: C([O:5]C([N:8]1[CH2:17][CH2:16][C:15]2[C:14]([O:18][C:19]3[CH:20]=[C:21]4[C:25](=[CH:26][CH:27]=3)[N:24]([C:28](=[O:42])[NH:29][C:30]3[CH:35]=[C:34]([C:36]([F:39])([F:38])[F:37])[CH:33]=[C:32]([C:40]#[N:41])[CH:31]=3)[CH:23]=[CH:22]4)=[N:13][CH:12]=[N:11][C:10]=2[CH2:9]1)=O)(C)(C)C>C(Cl)Cl.C(O)(C(F)(F)F)=O>[NH4+:8].[OH-:5].[C:40]([C:32]1[CH:31]=[C:30]([NH:29][C:28]([N:24]2[C:25]3[C:21](=[CH:20][C:19]([O:18][C:14]4[C:15]5[CH2:16][CH2:17][NH:8][CH2:9][C:10]=5[N:11]=[CH:12][N:13]=4)=[CH:27][CH:26]=3)[CH:22]=[CH:23]2)=[O:42])[CH:35]=[C:34]([C:36]([F:38])([F:39])[F:37])[CH:33]=1)#[N:41] |f:3.4|. Procedure: A solution of 4-[1-(3-cyano-5-trifluoromethyl-phenylcarbamoyl)-1H-indol-5-yloxy]-5,8-dihydro-6H-pyrido[3,4-d]pyrimidine-7-carboxylic acid tert-butyl ester (132 mg, 0.28 mmol) in DCM (2 mL) and TFA (2 mL) is stirred at room temperature for 2 h. The reaction is concentrated in vacuo and purified via semi-prep HPLC(C18; 10-100% I/H2O with 0.1% NH4OH) to give the title compound. MS (ESI) m/z 479.0 (M+1); 1H NMR (400 MHz, DMSO-d6) δ ppm 8.38-8.42 (m, 2 H), 8.35 (s, 1 H), 8.28 (d, J=8.8 Hz, 1 H), 8.07... Starting materials: N1C=NC=C1 (Imidazole), COC1=CC=C(C=C1)O (p-methoxyphenol), [Si](C)(C)(C(C)(C)C)Cl (Tert-butyldimethylsilyl chloride). Run in C1CCOC1 (THF), O (water). Reaction conditions: time 15 hour. Yields the product COC1=CC=C(O[Si](C)(C)C(C)(C)C)C=C1 ((4-methoxyphenoxy)(tert-butyl)dimethylsilane). Isolated yield 74.9%. As a reaction SMILES: N1C=CN=C1.[CH3:6][O:7][C:8]1[CH:13]=[CH:12][C:11]([OH:14])=[CH:10][CH:9]=1.[Si:15](Cl)([C:18]([CH3:21])([CH3:20])[CH3:19])([CH3:17])[CH3:16]>C1COCC1.O>[CH3:6][O:7][C:8]1[CH:13]=[CH:12][C:11]([O:14][Si:15]([C:18]([CH3:21])([CH3:20])[CH3:19])([CH3:17])[CH3:16])=[CH:10][CH:9]=1. Procedure: Imidazole (1.80 g, 26.1 mmol) and p-methoxyphenol (1.62 g, 13.05 mmol) were suspended in THF (30 mL) and placed under nitrogen. Tert-butyldimethylsilyl chloride (2.23 g, 14.36 mmol) was added and the mixture was stirred for 15 hours at room temperature. The thick white mixture was diluted with water (50 mL) and extracted with ether (3×15 mL). The organic solvent was removed under reduced pressure to give the product as a clear liquid (2.33 g, 75%). Characterization matched literature. The yield is 46.8%. Run at time 2 hour. Procedure details: A solution of (E)-2-[2-(1H-indazol-3-yl)vinyl]benzoic acid (30 mg, 0.11 mmol) obtained in Step 1 of Example 47 in THF (0.50 mL) was sequentially added with 4-methylmorpholine (25 μL, 0.23 mmol), 3-amino-1,2,4-triazole (14 mg, 0.17 mmol), EDC (31 mg, 0.16 mmol) and 1-hydroxybenzotriazole monohydrate (20 mg, 0.15 mmol) followed by stirring at room temperature for 2.0 hours. The reaction mixture was added organic layer and aqueous layer and the organic layer was with water and ethyl acetate to sepa... Reactants: N1N=C(C2=CC=CC=C12)/C=C/C1=C(C(=O)O)C=CC=C1 ((E)-2-[2-(1H-indazol-3-yl)vinyl]benzoic acid), CN1CCOCC1 (4-methylmorpholine), NC1=NNC=N1 (3-amino-1,2,4-triazole), C(CCl)Cl (EDC), O.ON1N=NC2=C1C=CC=C2 (1-hydroxybenzotriazole monohydrate). Reaction SMILES: [NH:1]1[C:9]2[C:4](=[CH:5][CH:6]=[CH:7][CH:8]=2)[C:3](/[CH:10]=[CH:11]/[C:12]2[CH:20]=[CH:19][CH:18]=[CH:17][C:13]=2[C:14](O)=[O:15])=[N:2]1.CN1CCOCC1.[NH2:28][C:29]1[N:33]=[CH:32][NH:31][N:30]=1.C(Cl)CCl.O.ON1C2C=CC=CC=2N=N1>C1COCC1.C(OCC)(=O)C.O>[NH:1]1[C:9]2[C:4](=[CH:5][CH:6]=[CH:7][CH:8]=2)[C:3](/[CH:10]=[CH:11]/[C:12]2[CH:20]=[CH:19][CH:18]=[CH:17][C:13]=2[C:14]([NH:28][C:29]2[N:33]=[CH:32][NH:31][N:30]=2)=[O:15])=[N:2]1 |f:4.5|. The product is N1N=C(C2=CC=CC=C12)/C=C/C1=C(C(=O)NC2=NNC=N2)C=CC=C1 ((E)-2-[2-(1H-indazol-3-yl)vinyl]-N-(1H-[1,2,4]triazol-3-yl)benzamide). Solvent: O (water), C(C)(=O)OCC (ethyl acetate), C1CCOC1 (THF). The reactants are Cc1[nH]c2ccc(OCCCl)cc2c1C(=O)OCc1ccccc1, CCC(C)=O, [I-], [Na+]. Yields the product Cc1[nH]c2ccc(OCCI)cc2c1C(=O)OCc1ccccc1. As a reaction SMILES: [CH2:1]([c:2]1[cH:3][cH:4][cH:5][cH:6][cH:7]1)[O:8][C:9](=[O:10])[c:11]1[c:12]([CH3:24])[nH:13][c:14]2[cH:15][cH:16][c:17]([O:20][CH2:21][CH2:22][Cl:23])[cH:18][c:19]12.[CH3:27][C:28](=[O:29])[CH2:30][CH3:31].[I-:26].[Na+:25]>>[CH2:1]([c:2]1[cH:3][cH:4][cH:5][cH:6][cH:7]1)[O:8][C:9](=[O:10])[c:11]1[c:12]([CH3:24])[nH:13][c:14]2[cH:15][cH:16][c:17]([O:20][CH2:21][CH2:22][I:26])[cH:18][c:19]12. Reactants: BrC1=NN(C(C1)C(=O)OCC)C1=NC=CC=C1Cl (ethyl 3-bromo-1-(3-chloro-2-pyridinyl)-4,5-dihydro-1H-pyrazole-5-carboxylate), S(=O)(=O)([O-])OOS(=O)(=O)[O-].[K+].[K+] (potassium persulfate), S(O)(O)(=O)=O (sulfuric acid). The solvent is C(C)#N (acetonitrile). Yields the product BrC1=NN(C(=C1)C(=O)OCC)C1=NC=CC=C1Cl (ethyl 3-bromo-1-(3-chloro-2-pyridinyl)-1H-pyrazole-5-carboxylate). The yield is 108.4%. As a reaction SMILES: [Br:1][C:2]1[CH2:6][CH:5]([C:7]([O:9][CH2:10][CH3:11])=[O:8])[N:4]([C:12]2[C:17]([Cl:18])=[CH:16][CH:15]=[CH:14][N:13]=2)[N:3]=1.S(OOS([O-])(=O)=O)([O-])(=O)=O.[K+].[K+].S(=O)(=O)(O)O>C(#N)C>[Br:1][C:2]1[CH:6]=[C:5]([C:7]([O:9][CH2:10][CH3:11])=[O:8])[N:4]([C:12]2[C:17]([Cl:18])=[CH:16][CH:15]=[CH:14][N:13]=2)[N:3]=1 |f:1.2.3|. Procedure details: To a 500 mL flask, ethyl 3-bromo-1-(3-chloro-2-pyridinyl)-4,5-dihydro-1H-pyrazole-5-carboxylate (22.22 g, 90%, 60 mmol), potassium persulfate (25.92 g, 96 mmol) and acetonitrile (180 mL) were added. The reaction mixture was stirred at room temperature. The concentrated sulfuric acid (12 g) was added dropwise. After added completely, the reaction mixture was heated to reflux for 2 hours. The mixture was concentrated by rotary evaporator to remove most acetonitrile. Water (100 mL) was added and th... The reactants are COC(C1=C(C=CC(=C1)OCC1=CC=CC=C1)C#CCO)=O (5-Benzyloxy-2-(3-hydroxy-prop-1-ynyl)-benzoic acid methyl ester), N1C=NC=C1 (imidazole), CC(C)(C)[Si](C)(C)Cl (TBSCl). Solvent: C(Cl)Cl (DCM). Run at time 3 hour. Product: COC(C1=C(C=CC(=C1)OCC1=CC=CC=C1)C#CCO[Si](C)(C)C(C)(C)C)=O (5-Benzyloxy-2-[3-(tert-butyl-dimethyl-silanyloxy)-prop-1-ynyl]-benzoic acid methyl ester). Isolated yield 81.2%. RXN SMILES: [CH3:1][O:2][C:3](=[O:22])[C:4]1[CH:9]=[C:8]([O:10][CH2:11][C:12]2[CH:17]=[CH:16][CH:15]=[CH:14][CH:13]=2)[CH:7]=[CH:6][C:5]=1[C:18]#[C:19][CH2:20][OH:21].N1C=CN=C1.[CH3:28][C:29]([Si:32](Cl)([CH3:34])[CH3:33])([CH3:31])[CH3:30]>C(Cl)Cl>[CH3:1][O:2][C:3](=[O:22])[C:4]1[CH:9]=[C:8]([O:10][CH2:11][C:12]2[CH:13]=[CH:14][CH:15]=[CH:16][CH:17]=2)[CH:7]=[CH:6][C:5]=1[C:18]#[C:19][CH2:20][O:21][Si:32]([C:29]([CH3:31])([CH3:30])[CH3:28])([CH3:34])[CH3:33]. Procedure details: To a solution of 5-Benzyloxy-2-(3-hydroxy-prop-1-ynyl)-benzoic acid methyl ester (80 g, 270 mmol) in DCM (1.5 L) was added imidazole (36.8 g, 540 mmol) and TBSCl (61 g, 405 mmol). The mixture was stirred at room temperature for 3 hours. The reaction mixture was washed with water, brine, dried over Na2SO4 and concentrated to dryness. The residue was purified by chromatography column on silica gel to afford title product (90 g, 81%).